Dataset: the Open Reaction Database (ORD), a public repository of structured organic reaction records. Task: describe an organic reaction: reactants, conditions, products, and yield Reactants: CC(=CCBr)C (3,3-Dimethylallyl bromide), O (water), COC=1C=C(C=CC1)[C@@]12CC(NC([C@@H]2CCCC1)=O)=O (4a-(m-methoxyphenyl)-1,3-diketo-trans-decahydroisoquinoline), suspension, [H-].[Na+] (sodium hydride). The solvent is CN(C=O)C (dimethylformamide), CN(C=O)C (dimethylformamide), CN(C=O)C (dimethylformamide). Reaction conditions: time 8 hour. Product: CC(=CCN1C([C@H]2CCCC[C@]2(CC1=O)C1=CC(=CC=C1)OC)=O)C (N-(3,3-dimethylallyl)-4a-(m-methoxyphenyl)-1,3-diketo-cis-decahydroisoquinoline). The yield is 94.4%. As a reaction SMILES: [CH3:1][O:2][C:3]1[CH:4]=[C:5]([C@@:9]23[CH2:18][CH2:17][CH2:16][CH2:15][C@H:14]2[C:13](=[O:19])[NH:12][C:11](=[O:20])[CH2:10]3)[CH:6]=[CH:7][CH:8]=1.[H-].[Na+].[CH3:23][C:24]([CH3:28])=[CH:25][CH2:26]Br.O>CN(C)C=O>[CH3:23][C:24]([CH3:28])=[CH:25][CH2:26][N:12]1[C:11](=[O:20])[CH2:10][C@@:9]2([C:5]3[CH:6]=[CH:7][CH:8]=[C:3]([O:2][CH3:1])[CH:4]=3)[C@H:14]([CH2:15][CH2:16][CH2:17][CH2:18]2)[C:13]1=[O:19] |f:1.2|. Procedure details: A solution of 4 g (14.7 mmoles) of 4a-(m-methoxyphenyl)-1,3-diketo-trans-decahydroisoquinoline in 50 ml of anhydrous dimethylformamide was added dropwise to 700 mg of a 55% suspension of sodium hydride in mineral oil in 50 ml of dimethylformamide at 70°. The reaction mixture was heated for 1 hour after the addition was complete and then cooled to 25°. 3,3-Dimethylallyl bromide (2.37 g, 15.8 mmoles) in 10 ml of dimethylformamide was added dropwise and the solution stirred overnight at 25°. After ... Starting materials: ClC=1C=C(C=C(C1)Cl)C1(CC(=NO1)C1=CC(=C(C=C1)C(C)O)C)C(F)(F)F (1-{4-[5-(3,5-dichloro-phenyl)-5-trifluoromethyl-4,5-dihydro-isoxazol-3-yl]-2-methyl-phenyl}-ethanol), Dess-Martin-Periodinane, C(=O)(O)[O-].[Na+] (NaHCO3). The solvent is C(Cl)Cl (CH2Cl2). Reaction conditions: time 1 hour. Product: ClC=1C=C(C=C(C1)Cl)C1(CC(=NO1)C1=CC(=C(C=C1)C(C)=O)C)C(F)(F)F (1-{4-[5-(3,5-dichloro-phenyl)-5-trifluoromethyl-4,5-dihydro-isoxazol-3-yl]-2-methyl-phenyl}-ethanone). Yield: 75.0%. Reaction SMILES: [Cl:1][C:2]1[CH:3]=[C:4]([C:9]2([C:24]([F:27])([F:26])[F:25])[O:13][N:12]=[C:11]([C:14]3[CH:19]=[CH:18][C:17]([CH:20]([OH:22])[CH3:21])=[C:16]([CH3:23])[CH:15]=3)[CH2:10]2)[CH:5]=[C:6]([Cl:8])[CH:7]=1.C([O-])(O)=O.[Na+]>C(Cl)Cl>[Cl:1][C:2]1[CH:3]=[C:4]([C:9]2([C:24]([F:26])([F:25])[F:27])[O:13][N:12]=[C:11]([C:14]3[CH:19]=[CH:18][C:17]([C:20](=[O:22])[CH3:21])=[C:16]([CH3:23])[CH:15]=3)[CH2:10]2)[CH:5]=[C:6]([Cl:8])[CH:7]=1 |f:1.2|. Procedure: To a solution of 1-{4-[5-(3,5-dichloro-phenyl)-5-trifluoromethyl-4,5-dihydro-isoxazol-3-yl]-2-methyl-phenyl}-ethanol (i.e. the product of example S.2, Step 1, 160 mg, 0.38 mmol) in CH2Cl2 (10 mL) was added Dess-Martin-Periodinane (243 mg, 0.57 mmol, 1.5 equiv.) in small portions. The mixture was stirred at room temperature over night, then saturated aqueous NaHCO3-solution was added and the mixture was left at room temperature for 1 h. The layers were separated and the organic layer was washed w...